This data is from the Open Reaction Database (ORD), a public repository of structured organic reaction records. The task is: describe an organic reaction: reactants, conditions, products, and yield Starting materials: ice water, [H-].[Na+] (sodium hydride), ClC1=NC=CN=C1N(C)C (2-chloro-3-dimethylamino-pyrazine), C(C=C)O (allyl alcohol), [H-].[Na+] (sodium hydride). Solvent: CN(P(N(C)C)(N(C)C)=O)C (hexamethylphosphoric acid triamide). Conditions: temperature 0 celsius, time 15 hour. Product: C(C=C)OC1=NC=CN=C1N(C)C (2-Allyloxy-3-dimethylamino-pyrazine). As a reaction SMILES: Cl[C:2]1[C:7]([N:8]([CH3:10])[CH3:9])=[N:6][CH:5]=[CH:4][N:3]=1.[CH2:11]([OH:14])[CH:12]=[CH2:13].[H-].[Na+]>CN(C)P(=O)(N(C)C)N(C)C>[CH2:11]([O:14][C:2]1[C:7]([N:8]([CH3:10])[CH3:9])=[N:6][CH:5]=[CH:4][N:3]=1)[CH:12]=[CH2:13] |f:2.3|. Procedure: 47 g of 2-chloro-3-dimethylamino-pyrazine and 35 g of allyl alcohol are dissolved in 300 ml of hexamethylphosphoric acid triamide. 14.4 g of sodium hydride are introduced into this solution at 0° C. over the course of 30 minutes. The mixture is then stirred for a further hour at 0° C. and for 15 hours at room temperature. The reaction mixture is then poured into 2 liters of ice water. After excess sodium hydride has been decomposed, the mixture is extracted by shaking with ether. The ether extra... The reactants are ice, CCOC(=O)C (EtOAc), C(C)OC(C(C(=O)OCC)(OC1=CC2=C(C3=NC(=CN3CCO2)C=2N(N=C(N2)C)C(C)C)C=C1)CC(C)C)=O (2-isobutyl-2-[2-(2-isopropyl-5-methyl-2H-[1,2,4]triazol-3-yl)-4,5-dihydro-6-oxa-1,3a-diazabenzo[e]azulen-8-yloxy]malonic acid diethyl ester), [H-].[H-].[H-].[H-].[Li+].[Al+3] (LiAlH4), [C@@H]([C@H](C(=O)[O-])O)(C(=O)[O-])O.[Na+].[K+] (Rochelle salt), CCOC(=O)C (EtOAc). The solvent is C1CCOC1 (THF), C1CCOC1 (THF). Conditions: time 1.5 hour. The product is C(C(C)C)C(CO)(CO)OC1=CC2=C(C3=NC(=CN3CCO2)C=2N(N=C(N2)C)C(C)C)C=C1 (2-Isobutyl-2-[2-(2-isopropyl-5-methyl-2H-[1,2,4]triazol-3-yl)-4,5-dihydro-6-oxa-1,3a-diazabenzo[e]azulen-8-yloxy]-propane-1,3-diol). The yield is 53.7%. RXN SMILES: [H-].[H-].[H-].[H-].[Li+].[Al+3].C([O:9][C:10](=O)[C:11]([CH2:41][CH:42]([CH3:44])[CH3:43])([O:17][C:18]1[CH:40]=[CH:39][C:21]2[C:22]3[N:26]([CH2:27][CH2:28][O:29][C:20]=2[CH:19]=1)[CH:25]=[C:24]([C:30]1[N:31]([CH:36]([CH3:38])[CH3:37])[N:32]=[C:33]([CH3:35])[N:34]=1)[N:23]=3)[C:12](OCC)=[O:13])C.CCOC(C)=O.[C@H](O)(C([O-])=O)[C@@H](O)C([O-])=O.[Na+].[K+]>C1COCC1>[CH2:41]([C:11]([O:17][C:18]1[CH:40]=[CH:39][C:21]2[C:22]3[N:26]([CH2:27][CH2:28][O:29][C:20]=2[CH:19]=1)[CH:25]=[C:24]([C:30]1[N:31]([CH:36]([CH3:38])[CH3:37])[N:32]=[C:33]([CH3:35])[N:34]=1)[N:23]=3)([CH2:12][OH:13])[CH2:10][OH:9])[CH:42]([CH3:44])[CH3:43] |f:0.1.2.3.4.5,8.9.10|. Procedure details: To an ice-cooled suspension of LiAlH4 (41.3 mg, 1.09 mmol) in THF (3 mL) was added a solution of 2-isobutyl-2-[2-(2-isopropyl-5-methyl-2H-[1,2,4]triazol-3-yl)-4,5-dihydro-6-oxa-1,3a-diazabenzo[e]azulen-8-yloxy]malonic acid diethyl ester (195 mg, 0.362 mmol) in THF (2 mL). The reaction mixture was stirred at RT for 1.5 h. To the reaction mixture was added EtOAc (1 mL) and stirring was continued for 10 min. An aqueous solution of Rochelle salt's and EtOAc were then added and stirring continued for...